From a dataset of the Open Reaction Database (ORD), a public repository of structured organic reaction records. describe an organic reaction: reactants, conditions, products, and yield Starting materials: C(C)N(CCO)C1=CC=CC=C1 (2-[ethyl(phenyl)amino]ethanol), S(O)(O)(=O)=O (sulphuric acid), N(=O)[O-].[Na+] (sodium nitrite), S(O)(O)(=O)=O (sulphuric acid), NC=1SC(=C(N1)Cl)C=O (2-amino-4-chloro-1,3-thiazole-5-carbaldehyde). Run in O (water), C(CC)(=O)O (propionic acid), C(C)(=O)O (acetic acid). Conditions: temperature 0 celsius, time 2 hour. Yields the product ClC=1N=C(SC1C=O)\N=N\C1=CC=C(C=C1)N(CCO)CC (4-chloro-2-((E)-{4-[ethyl(2-hydroxyethyl)amino]phenyl}-diazenyl)-1,3-thiazole-5-carbaldehyde). Reaction SMILES: [N:1]([O-])=O.[Na+].S(=O)(=O)(O)O.[NH2:10][C:11]1[S:12][C:13]([CH:17]=[O:18])=[C:14]([Cl:16])[N:15]=1.[CH2:19]([N:21]([C:25]1[CH:30]=[CH:29][CH:28]=[CH:27][CH:26]=1)[CH2:22][CH2:23][OH:24])[CH3:20]>C(O)(=O)CC.C(O)(=O)C.O>[Cl:16][C:14]1[N:15]=[C:11](/[N:10]=[N:1]/[C:28]2[CH:29]=[CH:30][C:25]([N:21]([CH2:19][CH3:20])[CH2:22][CH2:23][OH:24])=[CH:26][CH:27]=2)[S:12][C:13]=1[CH:17]=[O:18] |f:0.1|. Procedure details: 1.3 g (18.56 mmol) sodium nitrite was added in small portions to 13.2 g conc. sulphuric acid and cooled to 0° C. and diluted with 4.8 ml propionic acid and 19.2 ml acetic acid. 3.0 g (18.45 mmol) 2-amino-4-chloro-1,3-thiazole-5-carbaldehyde were then added in small portions. The viscous reaction mixture was stirred for 2 hours at 0° C. This mixture was then added slowly to a solution of 3.2 g (18.56 mmol) 2-[ethyl(phenyl)amino]ethanol in 180 ml water, containing 6 ml sulphuric acid. After stirri... Solvent: C(C)(=O)OCC.CCCCCCC (ethyl acetate heptane). Procedure details: Methyl iodide (0.375 ml, 6 mmol) was added to a mixture of 1-(3-methyl-[1,2,4]oxadiazol-5-yl)-propan-2-one (0.84 g, 6 mmol) and potassium carbonate (4.15 g, 30 mmol) in acetoniotrile (8 mL), and the mixture was stirred at 20° C. for 12 h. Insoluble material was filtered off and the filtrate was diluted with dichloromethane. The solution was washed with 1 N hydrochloric acid and with brine, dried over sodium sulfate, and evaporated under reduced pressure. The residual oil was subjected to column ... RXN SMILES: CI.[CH3:3][C:4]1[N:8]=[C:7]([CH2:9][C:10](=[O:12])[CH3:11])[O:6][N:5]=1.[C:13](=O)([O-])[O-].[K+].[K+]>C(OCC)(=O)C.CCCCCCC>[CH3:3][C:4]1[N:8]=[C:7]([CH:9]([CH3:13])[C:10](=[O:12])[CH3:11])[O:6][N:5]=1 |f:2.3.4,5.6|. Yield: 32.0%. The reactants are CI (Methyl iodide), CC1=NOC(=N1)CC(C)=O (1-(3-methyl-[1,2,4]oxadiazol-5-yl)-propan-2-one), C([O-])([O-])=O.[K+].[K+] (potassium carbonate). Reaction conditions: temperature 20 celsius, time 12 hour. Yields the product CC1=NOC(=N1)C(C(C)=O)C (3-(3-Methyl-[1,2,4]oxadiazol-5-yl)-butan-2-one). The reactants are C, CCOC(C)=O, CO, CC(C)(C(Cl)c1ccc2ccccc2c1)[N+](=O)[O-], [Pd]. Yields the product CC(C)(Cc1ccc2ccccc2c1)[N+](=O)[O-]. RXN SMILES: [C:27].[CH3:19][CH2:20][O:21][C:22](=[O:23])[CH3:24].[CH3:25][OH:26].[Cl:1][CH:2]([C:3]([CH3:4])([N+:5](=[O:6])[O-:7])[CH3:8])[c:9]1[cH:10][c:11]2[cH:12][cH:13][cH:14][cH:15][c:16]2[cH:17][cH:18]1.[Pd:28]>>[CH2:2]([C:3]([CH3:4])([N+:5](=[O:6])[O-:7])[CH3:8])[c:9]1[cH:10][c:11]2[cH:12][cH:13][cH:14][cH:15][c:16]2[cH:17][cH:18]1.